Dataset: the Open Reaction Database (ORD), a public repository of structured organic reaction records. Task: describe an organic reaction: reactants, conditions, products, and yield Reactants: FC1=CC=C(C=C1)[C@@H]1CNC(C12CCNCC2)=O ((S)-4-(4-fluorophenyl)-2,8-diazaspiro[4.5]decan-1-one), O=CCNC(OC(C)(C)C)=O (tert-butyl 2-oxoethylcarbamate), C1CCOC1 (THF), C(C)(=O)O[BH-](OC(C)=O)OC(C)=O.[Na+] (sodium triacetoxyborohydride). The solvent is C(Cl)Cl (DCM). Conditions: time 8 hour. Yields the product FC1=CC=C(C=C1)[C@@H]1CNC(C12CCN(CC2)CCNC(OC(C)(C)C)=O)=O ((S)-tert-butyl 2-(4-(4-fluorophenyl)-1-oxo-2,8-diazaspiro[4.5]decan-8-yl)ethylcarbamate). The yield is 33.5%. As a reaction SMILES: [F:1][C:2]1[CH:7]=[CH:6][C:5]([C@H:8]2[C:12]3([CH2:17][CH2:16][NH:15][CH2:14][CH2:13]3)[C:11](=[O:18])[NH:10][CH2:9]2)=[CH:4][CH:3]=1.O=[CH:20][CH2:21][NH:22][C:23](=[O:29])[O:24][C:25]([CH3:28])([CH3:27])[CH3:26].C1COCC1.C(O[BH-](OC(=O)C)OC(=O)C)(=O)C.[Na+]>C(Cl)Cl>[F:1][C:2]1[CH:7]=[CH:6][C:5]([C@H:8]2[C:12]3([CH2:13][CH2:14][N:15]([CH2:20][CH2:21][NH:22][C:23](=[O:29])[O:24][C:25]([CH3:28])([CH3:27])[CH3:26])[CH2:16][CH2:17]3)[C:11](=[O:18])[NH:10][CH2:9]2)=[CH:4][CH:3]=1 |f:3.4|. Reported procedure: A mixture containing 0.25 g (1.0 mmol) of (S)-4-(4-fluorophenyl)-2,8-diazaspiro[4.5]decan-1-one, 0.2 g (1.41 mmol) of tert-butyl 2-oxoethylcarbamate, 2 mL of THF, 1 mL of DCM, and 1 g (2.5 mmol) of MP-sodium triacetoxyborohydride resin was rotated overnight. The reaction mixture was filtered and the solvents were removed under reduced pressure. The residue was subjected to silica gel chromatography to give 131 mg (33%) of (S)-tert-butyl 2-(4-(4-fluorophenyl)-1-oxo-2,8-diazaspiro[4.5]decan-8-yl)e... The reactants are N=1N(N=CC1)CC(=O)O (2-(2H-1,2,3-triazol-2-yl)acetic acid), FC1=CC=C(OC2=CC=C(C=C2)NC(=O)[C@H]2NC[C@@H](C2)CC2=C(C=C(C=C2F)F)F)C=C1 ((2S,4R)—N-(4-(4-fluorophenoxy)phenyl)-4-(2,4,6-trifluorobenzyl)pyrrolidine-2-carboxamide). Yields the product Compound 169, N=1N(N=CC1)CC(=O)N1[C@@H](C[C@H](C1)CC1=C(C=C(C=C1F)F)F)C(=O)NC1=CC=C(C=C1)OC1=CC=C(C=C1)F ((2S,4R)-1-(2-(2H-1,2,3-triazol-2-yl)acetyl)-N-(4-(4-fluorophenoxy)phenyl)-4-(2,4,6-trifluorobenzyl)pyrrolidine-2-carboxamide). RXN SMILES: [N:1]1[N:2]([CH2:6][C:7]([OH:9])=O)[N:3]=[CH:4][CH:5]=1.[F:10][C:11]1[CH:41]=[CH:40][C:14]([O:15][C:16]2[CH:21]=[CH:20][C:19]([NH:22][C:23]([C@@H:25]3[CH2:29][C@@H:28]([CH2:30][C:31]4[C:36]([F:37])=[CH:35][C:34]([F:38])=[CH:33][C:32]=4[F:39])[CH2:27][NH:26]3)=[O:24])=[CH:18][CH:17]=2)=[CH:13][CH:12]=1>>[N:3]1[N:2]([CH2:6][C:7]([N:26]2[CH2:27][C@H:28]([CH2:30][C:31]3[C:36]([F:37])=[CH:35][C:34]([F:38])=[CH:33][C:32]=3[F:39])[CH2:29][C@H:25]2[C:23]([NH:22][C:19]2[CH:18]=[CH:17][C:16]([O:15][C:14]3[CH:13]=[CH:12][C:11]([F:10])=[CH:41][CH:40]=3)=[CH:21][CH:20]=2)=[O:24])=[O:9])[N:1]=[CH:5][CH:4]=1. Reported procedure: Proceeding as in Example 1, but substituting 2-(2H-1,2,3-triazol-2-yl)acetic acid and (2S,4R)—N-(4-(4-fluorophenoxy)phenyl)-4-(2,4,6-trifluorobenzyl)pyrrolidine-2-carboxamide, gave Compound 169, (2S,4R)-1-(2-(2H-1,2,3-triazol-2-yl)acetyl)-N-(4-(4-fluorophenoxy)phenyl)-4-(2,4,6-trifluorobenzyl)pyrrolidine-2-carboxamide. Major isomer: 1H-NMR (400 MHz, CDCl3): δ 9.12 (s, 1H), 7.72 (s, 2H), 7.43-7.38 (m, 2H), 7.03-6.86 (m, 6H), 6.72-6.64 (m, 2H), 5.12 (s, 2H), 4.82 (d, 1H), 3.63-3.57 (m, 1H), 3.22 (... Reactants: alkoxide, CNCCC(O)C1=CC=CC=C1 (N-methyl-3-phenyl-3-hydroxypropylamine), FC1=C(C=CC=C1)C (2-fluorotoluene). Run in CN1C(N(CC1)C)=O (1,3-dimethyl-2-imidazolidinone). Yields the product CNCCC(C1=CC=CC=C1)OC1=C(C=CC=C1)C (N-methyl-3-(2-methylphenoxy)-3-phenylpropylamine). Reaction SMILES: [CH3:1][NH:2][CH2:3][CH2:4][CH:5]([C:7]1[CH:12]=[CH:11][CH:10]=[CH:9][CH:8]=1)[OH:6].F[C:14]1[CH:19]=[CH:18][CH:17]=[CH:16][C:15]=1[CH3:20]>CN1CCN(C)C1=O>[CH3:1][NH:2][CH2:3][CH2:4][CH:5]([O:6][C:14]1[CH:19]=[CH:18][CH:17]=[CH:16][C:15]=1[CH3:20])[C:7]1[CH:12]=[CH:11][CH:10]=[CH:9][CH:8]=1. Procedure: reacting an alkoxide of N-methyl-3-phenyl-3-hydroxypropylamine with 2-fluorotoluene in 1,3-dimethyl-2-imidazolidinone to give N-methyl-3-(2-methylphenoxy)-3-phenylpropylamine; The reactants are BrC=1C=NC2=CC=CC=C2C1 (3-bromoquinoline), C(#N)[Cu] (CuCN). Run in N1=CC=CC=C1 (pyridine), CCOC(=O)C (EtOAc). Run at temperature 250 celsius. Product: N1=CC(=CC2=CC=CC=C12)C#N (quinoline-3-carbonitrile). RXN SMILES: Br[C:2]1[CH:3]=[N:4][C:5]2[C:10]([CH:11]=1)=[CH:9][CH:8]=[CH:7][CH:6]=2.[C:12]([Cu])#[N:13]>N1C=CC=CC=1.CCOC(C)=O>[N:4]1[C:5]2[C:10](=[CH:9][CH:8]=[CH:7][CH:6]=2)[CH:11]=[C:2]([C:12]#[N:13])[CH:3]=1. Procedure: A suspension of 3-bromoquinoline (1-Im-10, 1.5 g) and CuCN (3 eq) in 10 mL of pyridine in a 25 mL microwave tube was heated at 250° C. for 30 min in a microwave. This was repeated 10 times and the reactions were combined and diluted with 200 mL of EtOAc. The solids were removed by filtration and the EtOAc solution concentrated. The residue was taken up in a solution prepared from 80 mL of 30% aqueous NH3 and 800 mL of water. This was extracted with EtOAc (4×800 mL) then the combined extracts wer... The reactants are P(=O)(Cl)(Cl)Cl (Phosphorus oxychloride), BrC=1C=C(C=CC1)C=1SC=CC1 (2-(3'-bromophenyl)thiophene), C([O-])([O-])=O.[Na+].[Na+] (sodium carbonate). Solvent: CN(C=O)C (dimethylformamide). Reaction conditions: time 15 minute. Product: C(=O)C=1SC(=CC1)C1=CC(=CC=C1)Br (2-FORMYL-5-(3'-BROMOPHENYL)THIOPHENE). RXN SMILES: P(Cl)(Cl)(Cl)=O.[Br:6][C:7]1[CH:8]=[C:9]([C:13]2[S:14][CH:15]=[CH:16][CH:17]=2)[CH:10]=[CH:11][CH:12]=1.[C:18](=O)([O-])[O-:19].[Na+].[Na+]>CN(C)C=O>[CH:18]([C:15]1[S:14][C:13]([C:9]2[CH:10]=[CH:11][CH:12]=[C:7]([Br:6])[CH:8]=2)=[CH:17][CH:16]=1)=[O:19] |f:2.3.4|. Reported procedure: Phosphorus oxychloride (1.15 mL; 15.4 mM) was added slowly to stirring dimethylformamide (0.95 mL; 12.2 mM) at -10° under nitrogen. The resulting mixture was stirred for 15 mins. 2-(3'-bromophenyl)thiophene (2.12 g; 9 mM) was then added. The reaction mixture was then warmed slowly to 110° over a period of 1 hr. cooled and poured into ice, and cautiously neutralized with sodium carbonate. Extraction with ethyl acetate and drying the organic phase with anhydrous magnesium sulfate provided upon con... The reactants are [N+](=O)([O-])C1=C(C(=O)OC)C=CC(=C1)C(=O)OC (dimethyl nitroterephthalate), N (ammonia). Product: [N+](=O)([O-])C1=C(C(=O)O)C=CC(=C1)C(=O)N (2-Nitroterephthalamic acid). Reaction SMILES: [N+:1]([C:4]1[CH:13]=[C:12]([C:14]([O:16]C)=O)[CH:11]=[CH:10][C:5]=1[C:6]([O:8]C)=[O:7])([O-:3])=[O:2].[NH3:18]>>[N+:1]([C:4]1[CH:13]=[C:12]([C:14]([NH2:18])=[O:16])[CH:11]=[CH:10][C:5]=1[C:6]([OH:8])=[O:7])([O-:3])=[O:2]. Reported procedure: This invention provides as new compositions of matter 2- and 3-nitroterephthalamic acids. This invention further provides a new process for the preparation of 2- and 3-nitroterephthalamic acids comprising the steps of reaction of a 1-4 carbon dialkyl nitroterephthalate with 20-51% by weight aqueous ammonia at 100°-200° C. under at least autogenous pressure for 1-6 hours at a dialkyl nitroterephthalate concentration of 10-40% by weight. Preferably 30-51% by weight aqueous ammonia is reacted at 15... Starting materials: C1CCOC1, Cc1ncn(S(=O)(=O)N(C)C)c1C(O)c1ccc2c(c1)OCCO2, CCCC[N+](CCCC)(CCCC)CCCC, [F-]. Yields the product Cc1ncn(S(=O)(=O)N(C)C)c1Cc1ccc2c(c1)OCCO2. RXN SMILES: [CH2:43]1[O:44][CH2:45][CH2:46][CH2:47]1.[CH3:1][N:2]([S:3](=[O:4])(=[O:5])[n:6]1[cH:7][n:8][c:9]([CH3:23])[c:10]1[CH:11]([OH:12])[c:13]1[cH:14][c:15]2[c:16]([cH:21][cH:22]1)[O:17][CH2:18][CH2:19][O:20]2)[CH3:24].[CH3:26][CH2:27][CH2:28][CH2:29][N+:30]([CH2:31][CH2:32][CH2:33][CH3:34])([CH2:35][CH2:36][CH2:37][CH3:38])[CH2:39][CH2:40][CH2:41][CH3:42].[F-:25]>>[CH3:1][N:2]([S:3](=[O:4])(=[O:5])[n:6]1[cH:7][n:8][c:9]([CH3:23])[c:10]1[CH2:11][c:13]1[cH:14][c:15]2[c:16]([cH:21][cH:22]1)[O:17][CH2:18][CH2:19][O:20]2)[CH3:24]. Reactants: COc1cc(CCl)ccc1OCc1nc(-c2cccc(OS(C)(=O)=O)c2)oc1C, CN(C)C=O, [H-], [Na+], O, O=Cc1cn(-c2ccccc2)nc1O. Yields the product COc1cc(COc2nn(-c3ccccc3)cc2C=O)ccc1OCc1nc(-c2cccc(OS(C)(=O)=O)c2)oc1C. RXN SMILES: [CH3:1][S:2](=[O:3])(=[O:4])[O:5][c:6]1[cH:7][c:8](-[c:12]2[o:13][c:14]([CH3:29])[c:15]([CH2:17][O:18][c:19]3[c:20]([O:27][CH3:28])[cH:21][c:22]([CH2:25][Cl:26])[cH:23][cH:24]3)[n:16]2)[cH:9][cH:10][cH:11]1.[CH3:44][N:45]([CH3:46])[CH:47]=[O:48].[H-:49].[Na+:50].[OH2:51].[OH:30][c:31]1[n:32][n:33](-[c:38]2[cH:39][cH:40][cH:41][cH:42][cH:43]2)[cH:34][c:35]1[CH:36]=[O:37]>>[CH3:1][S:2](=[O:3])(=[O:4])[O:5][c:6]1[cH:7][c:8](-[c:12]2[o:13][c:14]([CH3:29])[c:15]([CH2:17][O:18][c:19]3[c:20]([O:27][CH3:28])[cH:21][c:22]([CH2:25][O:30][c:31]4[n:32][n:33](-[c:38]5[cH:39][cH:40][cH:41][cH:42][cH:43]5)[cH:34][c:35]4[CH:36]=[O:37])[cH:23][cH:24]3)[n:16]2)[cH:9][cH:10][cH:11]1.